From a dataset of the Open Reaction Database (ORD), a public repository of structured organic reaction records. describe an organic reaction: reactants, conditions, products, and yield Reactants: CC(C)(C=C(C#C)C)O (2,4-dimethyl-hex-3-en-5-yn-2-ol), [Cl-].[NH4+] (ammonium chloride), C(C(C)C)=O (isobutyraldehyde). The solvent is ice water, C1=CC=CC=C1 (benzene), C1=CC=CC=C1 (benzene), C1=CC=CC=C1 (benzene). Conditions: temperature 10 celsius, time 3 hour. Yields the product CC(C)(C=C(C#CC(C(C)C)O)C)O (2,4,8-trimethyl-non-3-en-5-yne-2,7-diol). Isolated yield 108.1%. RXN SMILES: [CH3:1][C:2]([OH:9])([CH:4]=[C:5]([CH3:8])[C:6]#[CH:7])[CH3:3].[CH:10](=[O:14])[CH:11]([CH3:13])[CH3:12].[Cl-].[NH4+]>C1C=CC=CC=1>[CH3:1][C:2]([OH:9])([CH:4]=[C:5]([CH3:8])[C:6]#[C:7][CH:10]([OH:14])[CH:11]([CH3:13])[CH3:12])[CH3:3] |f:2.3|. Procedure details: There are then added 150 ml of dry benzene and subsequently, while stirring and at a temperature between 30° C and 40° C, a solution of 55.9 g (0.45 mol) of 2,4-dimethyl-hex-3-en-5-yn-2-ol in 100 ml of dry benzene. After the addition, the mixture is held for 3 hours at 50° C and then cooled to 10° C. There is then added, within 1 hour at a temperature between 10° C and 20° C, a solution of 31.3 g (0.435 mol) of isobutyraldehyde in 100 ml of benzene. The mixture is left to stand for 12 hours at r... Reactants: ClC1=CC=C(C=2OC3=CC(=CC=C3C(C12)=O)OC)[N+](=O)[O-] (1-chloro-6-methoxy-4-nitro-9H-xanthen-9-one), C(C)N(CCNN)CC ([2-(diethylamino)ethyl]-hydrazine), C(C)(C)N(CC)C(C)C (diisopropylethylamine). Reported procedure: A mixture of 5.0 g of 1-chloro-6-methoxy-4-nitro-9H-xanthen-9-one, 2.58 g of [2-(diethylamino)ethyl]-hydrazine, and 3.43 ml of diisopropylethylamine in 100 ml of N,N-dimethylformamide was stirred for two hours. The mixture was evaporated to dryness and the residue was triturated with 2-propanol. The solid was collected, washed with diethylether, and dried at 60° C. in vacuo to afford the title compound, a salt with 1.0 equivalent of hydrogen chloride, mp 285°-288° C. Product: Cl.[N+](=O)([O-])C1=C2C=3C(=NN(C3C=C1)CCN(CC)CC)C1=C(O2)C=C(C=C1)OC (5-Nitro-2-[2-(diethylamino)ethyl]-8-methoxy-2H-[1]-benzopyrano[4,3,2-cd]indazol, hydrochloride). As a reaction SMILES: [Cl:1][C:2]1[C:15]2[C:14](=O)[C:13]3[C:8](=[CH:9][C:10]([O:17][CH3:18])=[CH:11][CH:12]=3)[O:7][C:6]=2[C:5]([N+:19]([O-:21])=[O:20])=[CH:4][CH:3]=1.[CH2:22]([N:24]([CH2:29][CH3:30])[CH2:25][CH2:26][NH:27][NH2:28])[CH3:23].C(N(C(C)C)CC)(C)C>CN(C)C=O>[ClH:1].[N+:19]([C:5]1[CH:4]=[CH:3][C:2]2[N:27]([CH2:26][CH2:25][N:24]([CH2:29][CH3:30])[CH2:22][CH3:23])[N:28]=[C:14]3[C:13]4[CH:12]=[CH:11][C:10]([O:17][CH3:18])=[CH:9][C:8]=4[O:7][C:6]=1[C:15]=23)([O-:21])=[O:20] |f:4.5|. Reaction conditions: time 2 hour. The solvent is CN(C=O)C (N,N-dimethylformamide). Reactants: ClC(c1ccccc1)(c1ccccc1)c1ccccc1, COC(=O)C(C)(C)CO, c1ccncc1. The product is COC(=O)C(C)(C)COC(c1ccccc1)(c1ccccc1)c1ccccc1. Reaction SMILES: [C:10]([c:11]1[cH:12][cH:13][cH:14][cH:15][cH:16]1)([c:17]1[cH:18][cH:19][cH:20][cH:21][cH:22]1)([c:23]1[cH:24][cH:25][cH:26][cH:27][cH:28]1)[Cl:29].[OH:1][CH2:2][C:3]([C:4](=[O:5])[O:6][CH3:7])([CH3:8])[CH3:9].[cH:30]1[cH:31][cH:32][n:33][cH:34][cH:35]1>>[O:1]([CH2:2][C:3]([C:4](=[O:5])[O:6][CH3:7])([CH3:8])[CH3:9])[C:10]([c:11]1[cH:12][cH:13][cH:14][cH:15][cH:16]1)([c:17]1[cH:18][cH:19][cH:20][cH:21][cH:22]1)[c:23]1[cH:24][cH:25][cH:26][cH:27][cH:28]1.